describe an organic reaction: reactants, conditions, products, and yield From a dataset of the Open Reaction Database (ORD), a public repository of structured organic reaction records. Run at time 30 minute. Reported procedure: To a well stirred suspension of 3,4-dimethoxy-1,2,5-thiadiazole 1,1-dioxide (2.5 g; 14.0 mmoles) in 250 ml of dry methanol that had been cooled to 2° in an ice-water bath was added dropwise over a period of 25 minutes a solution of 2-[(5-methyl-1H-imidazol-4-yl)methylthio]ethylamine (from the dihydrochloride, 3.42 g; 14.0 mmoles) in 25 ml of methanol. After stirring at 2° for 20 minutes, anhydrous methylamine was bubbled into the solution for 6 minutes and stirring was continued at ambient tempe... Reactants: CC1=C(N=CN1)CSCCN (2-[(5-methyl-1H-imidazol-4-yl)methylthio]ethylamine), C1(=C(C(=C(C(=C1F)F)F)N)F)N.Cl.Cl (dihydrochloride), COC1=NS(N=C1OC)(=O)=O (3,4-dimethoxy-1,2,5-thiadiazole 1,1-dioxide). As a reaction SMILES: CO[C:3]1[C:7](OC)=[N:6][S:5](=[O:11])(=[O:10])[N:4]=1.[CH3:12][C:13]1[NH:17][CH:16]=[N:15][C:14]=1[CH2:18][S:19][CH2:20][CH2:21][NH2:22].C1(N)C(F)=C(F)C(F)=[C:25]([NH2:32])C=1F.Cl.Cl>CO>[CH3:12][C:13]1[NH:17][CH:16]=[N:15][C:14]=1[CH2:18][S:19][CH2:20][CH2:21][NH:22][C:3]1[C:7]([NH:32][CH3:25])=[N:6][S:5](=[O:11])(=[O:10])[N:4]=1 |f:2.3.4|. Run in CO (methanol), CO (methanol). The product is CC1=C(N=CN1)CSCCNC1=NS(N=C1NC)(=O)=O (3-{2-[(5-Methyl-1H-imidazol-4-yl)methylthio]ethylamino}-4-methylamino-1,2,5-thiadiazole 1,1-dioxide). The reactants are CN(C)C=O, CSc1ncc2cc(-c3c(Cl)cccc3Cl)c(=O)n(C)c2n1, NCCCN1CCOCC1. The product is Cn1c(=O)c(-c2c(Cl)cccc2Cl)cc2cnc(NCCCN3CCOCC3)nc21. RXN SMILES: [CH3:33][N:34]([CH3:35])[CH:36]=[O:37].[Cl:1][c:2]1[c:3](-[c:9]2[cH:10][c:11]3[c:12]([n:13][c:14]([S:17][CH3:18])[n:15][cH:16]3)[n:19]([CH3:22])[c:20]2=[O:21])[c:4]([Cl:8])[cH:5][cH:6][cH:7]1.[NH2:23][CH2:24][CH2:25][CH2:26][N:27]1[CH2:28][CH2:29][O:30][CH2:31][CH2:32]1>>[Cl:1][c:2]1[c:3](-[c:9]2[cH:10][c:11]3[c:12]([n:13][c:14]([NH:23][CH2:24][CH2:25][CH2:26][N:27]4[CH2:28][CH2:29][O:30][CH2:31][CH2:32]4)[n:15][cH:16]3)[n:19]([CH3:22])[c:20]2=[O:21])[c:4]([Cl:8])[cH:5][cH:6][cH:7]1.